From a dataset of the Open Reaction Database (ORD), a public repository of structured organic reaction records. describe an organic reaction: reactants, conditions, products, and yield Reactants: C=CCOC1CC(C=C(C)C2OC(=O)C3CCCCN3C(=O)C(=O)C3(O)OC(C(OC)CC(C)CC(C)=CC(CC)C(=O)CC(O)C2C)C(OC)CC3C)CCC1O[Si](C)(C)C(C)(C)C, CC#N, CCOC(C)=O, F. The product is C=CCOC1CC(C=C(C)C2OC(=O)C3CCCCN3C(=O)C(=O)C3(O)OC(C(OC)CC(C)CC(C)=CC(CC)C(=O)CC(O)C2C)C(OC)CC3C)CCC1O. RXN SMILES: [CH2:1]([CH3:2])[CH:3]1[C:4](=[O:65])[CH2:5][CH:6]([OH:64])[CH:7]([CH3:63])[CH:8]([C:42](=[CH:43][CH:44]2[CH2:45][CH:46]([O:58][CH2:59][CH:60]=[CH2:61])[CH:47]([O:50][Si:51]([C:52]([CH3:53])([CH3:54])[CH3:55])([CH3:56])[CH3:57])[CH2:48][CH2:49]2)[CH3:62])[O:9][C:10](=[O:41])[CH:11]2[CH2:12][CH2:13][CH2:14][CH2:15][N:16]2[C:17](=[O:40])[C:18](=[O:39])[C:19]2([OH:38])[CH:20]([CH3:37])[CH2:21][CH:22]([O:35][CH3:36])[CH:23]([CH:24]([O:32][CH3:33])[CH2:25][CH:26]([CH3:31])[CH2:27][C:28]([CH3:30])=[CH:29]1)[O:34]2.[CH3:67][C:68]#[N:69].[CH3:70][CH2:71][O:72][C:73](=[O:74])[CH3:75].[FH:66]>>[CH2:1]([CH3:2])[CH:3]1[C:4](=[O:65])[CH2:5][CH:6]([OH:64])[CH:7]([CH3:63])[CH:8]([C:42](=[CH:43][CH:44]2[CH2:45][CH:46]([O:58][CH2:59][CH:60]=[CH2:61])[CH:47]([OH:50])[CH2:48][CH2:49]2)[CH3:62])[O:9][C:10](=[O:41])[CH:11]2[CH2:12][CH2:13][CH2:14][CH2:15][N:16]2[C:17](=[O:40])[C:18](=[O:39])[C:19]2([OH:38])[CH:20]([CH3:37])[CH2:21][CH:22]([O:35][CH3:36])[CH:23]([CH:24]([O:32][CH3:33])[CH2:25][CH:26]([CH3:31])[CH2:27][C:28]([CH3:30])=[CH:29]1)[O:34]2. The reactants are O=P(Cl)(Cl)Cl (POCl3), CC1=CC2=C(N=CN=C2)S1 (6-methyl-thieno-[2,3-d]-pyrimidine), CN(C1=CC=CC=C1)C (N,N-dimethylaniline). The product is ClC=1C2=C(N=C(N1)C=1C=NC=CC1)SC(=C2)C (4-chloro-2-(pyridin-3-yl)-6-methyl-thieno-[2,3-d]-pyrimidine). Reaction SMILES: O=P(Cl)(Cl)[Cl:3].[CH3:6][C:7]1[S:15][C:10]2[N:11]=[CH:12][N:13]=[CH:14][C:9]=2[CH:8]=1.C[N:17]([CH3:24])[C:18]1[CH:23]=[CH:22][CH:21]=CC=1>>[Cl:3][C:14]1[C:9]2[CH:8]=[C:7]([CH3:6])[S:15][C:10]=2[N:11]=[C:12]([C:21]2[CH:24]=[N:17][CH:18]=[CH:23][CH:22]=2)[N:13]=1. Procedure: The replacement of the keto group by Cl under the formation of the aromatic pyrimidine ring takes place under standard conditions. A mixture of POCl3 (18 ml) with 3,4-dihydro-4-oxo-2,4pyridin-3-yl)-6-methyl-thieno-[2,3-d]-pyrimidine (6 g) is refluxed for 4 hours under the addition of N,N-dimethylaniline (1,8 m). The usual workup yields 4-chloro-2-(pyridin-3-yl)-6-methyl-thieno-[2,3-d]-pyrimidine (5 g). Reactants: C(C1=CC=CC=C1)OC1=CC=C(C=C1)C=1C(=C2C(=CC=CN2C1)CO[Si](C)(C)C(C)(C)C)CC (2-(4-Benzyloxyphenyl)-8-(tert-butyldimethylsilanyloxymethyl)-1-ethylindolizine), C(#CC(=O)OC)C(=O)OC (dimethyl acetylene dicarboxylate). The product is C(C1=CC=CC=C1)OC1=CC=C(C=C1)C1=C(C=2N3C1=C(C(=C3C=CC2CO[Si](C)(C)C(C)(C)C)C(=O)OC)C(=O)OC)CC (dimethyl 3-(4-benzyloxyphenyl)-5-(tert-butyldimethylsilanyloxymethyl)-4-ethylpyrrolo[2,1,5-cd]indolizine-1,2-dicarboxylate). As a reaction SMILES: [CH2:1]([O:8][C:9]1[CH:14]=[CH:13][C:12]([C:15]2[C:16]([CH2:33][CH3:34])=[C:17]3[N:22]([CH:23]=2)[CH:21]=[CH:20][CH:19]=[C:18]3[CH2:24][O:25][Si:26]([C:29]([CH3:32])([CH3:31])[CH3:30])([CH3:28])[CH3:27])=[CH:11][CH:10]=1)[C:2]1[CH:7]=[CH:6][CH:5]=[CH:4][CH:3]=1.[C:35]([C:41]([O:43][CH3:44])=[O:42])#[C:36][C:37]([O:39][CH3:40])=[O:38]>>[CH2:1]([O:8][C:9]1[CH:14]=[CH:13][C:12]([C:15]2[C:23]3=[C:35]([C:41]([O:43][CH3:44])=[O:42])[C:36]([C:37]([O:39][CH3:40])=[O:38])=[C:21]4[CH:20]=[CH:19][C:18]([CH2:24][O:25][Si:26]([C:29]([CH3:30])([CH3:32])[CH3:31])([CH3:27])[CH3:28])=[C:17]([N:22]34)[C:16]=2[CH2:33][CH3:34])=[CH:11][CH:10]=1)[C:2]1[CH:3]=[CH:4][CH:5]=[CH:6][CH:7]=1. Reported procedure: 2-(4-Benzyloxyphenyl)-8-(tert-butyldimethylsilanyloxymethyl)-1-ethylindolizine, prepared in example 81, step 5, was reacted with dimethyl acetylene dicarboxylate by the general synthetic principle outlined in example 23, step 6, to afford dimethyl 3-(4-benzyloxyphenyl)-5-(tert-butyldimethylsilanyloxymethyl)-4-ethylpyrrolo[2,1,5-cd]indolizine-1,2-dicarboxylate, which was hydrolysed and desilylated by the general synthetic principle outlined in example 23, step 7, to afford 3-(4-benzyloxyphenyl)-4... The reactants are COC(=O)C(N)Cc1ccc(-c2cn(C)c(=O)n(C)c2=O)c(C)c1, CCN(C(C)C)C(C)C, O=C(Cl)c1c(Cl)cccc1Cl, ClCCl. Yields the product COC(=O)C(Cc1ccc(-c2cn(C)c(=O)n(C)c2=O)c(C)c1)NC(=O)c1c(Cl)cccc1Cl. As a reaction SMILES: [CH3:1][O:2][C:3]([CH:4]([NH2:5])[CH2:6][c:7]1[cH:8][c:9]([CH3:23])[c:10](-[c:13]2[c:14](=[O:22])[n:15]([CH3:21])[c:16](=[O:20])[n:17]([CH3:19])[cH:18]2)[cH:11][cH:12]1)=[O:24].[CH:36]([N:37]([CH:38]([CH3:39])[CH3:40])[CH2:41][CH3:42])([CH3:43])[CH3:44].[Cl:25][c:26]1[c:27]([C:28](=[O:29])[Cl:30])[c:31]([Cl:35])[cH:32][cH:33][cH:34]1.[Cl:45][CH2:46][Cl:47]>>[CH3:1][O:2][C:3]([CH:4]([NH:5][C:28]([c:27]1[c:26]([Cl:25])[cH:34][cH:33][cH:32][c:31]1[Cl:35])=[O:29])[CH2:6][c:7]1[cH:8][c:9]([CH3:23])[c:10](-[c:13]2[c:14](=[O:22])[n:15]([CH3:21])[c:16](=[O:20])[n:17]([CH3:19])[cH:18]2)[cH:11][cH:12]1)=[O:24]. Starting materials: CCOC(=O)c1sc(NC(=O)OC(C)(C)C)cc1C, ClCCl, O=C(O)C(F)(F)F. Yields the product CCOC(=O)c1sc(N)cc1C. Reaction SMILES: [C:1]([O:2][C:3](=[O:4])[NH:8][c:9]1[cH:10][c:11]([CH3:19])[c:12]([C:14](=[O:15])[O:16][CH2:17][CH3:18])[s:13]1)([CH3:5])([CH3:6])[CH3:7].[Cl:27][CH2:28][Cl:29].[OH:20][C:21]([C:22]([F:23])([F:24])[F:25])=[O:26]>>[NH2:8][c:9]1[cH:10][c:11]([CH3:19])[c:12]([C:14](=[O:15])[O:16][CH2:17][CH3:18])[s:13]1. Reactants: Cc1oc(-c2ccccc2)cc1C(O)CC(C)(C)C, Cc1ccccc1, O=S(Cl)Cl. Yields the product Cc1oc(-c2ccccc2)cc1C(Cl)CC(C)(C)C. Reaction SMILES: [CH3:1][C:2]([CH2:3][CH:4]([OH:5])[c:6]1[c:7]([CH3:17])[o:8][c:9](-[c:11]2[cH:12][cH:13][cH:14][cH:15][cH:16]2)[cH:10]1)([CH3:18])[CH3:19].[CH3:24][c:25]1[cH:26][cH:27][cH:28][cH:29][cH:30]1.[S:20]([Cl:21])([Cl:22])=[O:23]>>[CH3:1][C:2]([CH2:3][CH:4]([c:6]1[c:7]([CH3:17])[o:8][c:9](-[c:11]2[cH:12][cH:13][cH:14][cH:15][cH:16]2)[cH:10]1)[Cl:22])([CH3:18])[CH3:19]. The reactants are C1(=CC=CC=C1)OC(NC=1SC=2C(=NC=C(C2N1)OC)N1CCOCC1)=O ((7-methoxy-4-morpholin-4-yl-thiazolo[5,4-c]pyridin-2-yl)-carbamic acid phenyl ester), OCC1CCNCC1 (4-(hydroxymethyl)piperidine), N1=CC=CC=C1 (pyridine). Solvent: ClC(C)Cl (dichloroethane), O1CCCC1 (tetrahydrofuran). Yields the product COC=1C2=C(C(=NC1)N1CCOCC1)SC(=N2)NC(=O)N2CCC(CC2)CO (4-Hydroxymethyl-piperidine-1-carboxylic acid (7-methoxy-4-morpholin-4-yl-thiazolo[5,4-c]pyridin-2-yl)-amide). RXN SMILES: C1(O[C:8](=[O:27])[NH:9][C:10]2[S:11][C:12]3[C:13]([N:21]4[CH2:26][CH2:25][O:24][CH2:23][CH2:22]4)=[N:14][CH:15]=[C:16]([O:19][CH3:20])[C:17]=3[N:18]=2)C=CC=CC=1.[OH:28][CH2:29][CH:30]1[CH2:35][CH2:34][NH:33][CH2:32][CH2:31]1.N1C=CC=CC=1>ClC(Cl)C.O1CCCC1>[CH3:20][O:19][C:16]1[C:17]2[N:18]=[C:10]([NH:9][C:8]([N:33]3[CH2:34][CH2:35][CH:30]([CH2:29][OH:28])[CH2:31][CH2:32]3)=[O:27])[S:11][C:12]=2[C:13]([N:21]2[CH2:22][CH2:23][O:24][CH2:25][CH2:26]2)=[N:14][CH:15]=1. Reported procedure: From (7-methoxy-4-morpholin-4-yl-thiazolo[5,4-c]pyridin-2-yl)-carbamic acid phenyl ester with 4-(hydroxymethyl)piperidine and pyridine in dichloroethane and tetrahydrofuran. ES-MS m/e (%): 408 (M+H+, 100). Starting materials: CN(C)C=O, BrC1CCCC1, [H-], [Na+], Clc1cccc(Cl)c1Nc1nc2ccccc2[nH]1. The product is Clc1cccc(Cl)c1N(c1nc2ccccc2[nH]1)C1CCCC1. As a reaction SMILES: [CH3:27][N:28]([CH3:29])[CH:30]=[O:31].[CH:3]1([Br:8])[CH2:4][CH2:5][CH2:6][CH2:7]1.[H-:1].[Na+:2].[nH:9]1[c:10]([NH:18][c:19]2[c:20]([Cl:26])[cH:21][cH:22][cH:23][c:24]2[Cl:25])[n:11][c:12]2[c:13]1[cH:14][cH:15][cH:16][cH:17]2>>[CH:3]1([N:18]([c:10]2[nH:9][c:13]3[c:12]([n:11]2)[cH:17][cH:16][cH:15][cH:14]3)[c:19]2[c:20]([Cl:26])[cH:21][cH:22][cH:23][c:24]2[Cl:25])[CH2:4][CH2:5][CH2:6][CH2:7]1. Starting materials: Br, COc1ccc(F)cc1C(=O)O, COCCn1c(=N)sc2cc(F)ccc21. Product: COCCn1c(=NC(=O)c2cc(F)ccc2OC)sc2cc(F)ccc21. As a reaction SMILES: [BrH:1].[F:17][c:18]1[cH:19][cH:20][c:21]([O:27][CH3:28])[c:22]([C:23](=[O:24])[OH:25])[cH:26]1.[F:2][c:3]1[cH:4][c:5]2[c:6]([n:7]([CH2:11][CH2:12][O:13][CH3:14])[c:8](=[NH:10])[s:9]2)[cH:15][cH:16]1>>[F:2][c:3]1[cH:4][c:5]2[c:6]([n:7]([CH2:11][CH2:12][O:13][CH3:14])[c:8](=[N:10][C:23]([c:22]3[c:21]([O:27][CH3:28])[cH:20][cH:19][c:18]([F:17])[cH:26]3)=[O:24])[s:9]2)[cH:15][cH:16]1. Starting materials: ice water, [OH-].[Na+] (sodium hydroxide), [H-].[Na+] (sodium hydride), [Br-].C(=O)(O)CCCC[P+](C1=CC=CC=C1)(C1=CC=CC=C1)C1=CC=CC=C1 (4-carboxybutyltriphenyl phosphonium bromide), C(=O)CC1C(C2C(CCC2)O1)\C=C\CCCCCC (2-(formylmethyl)-3-(1-trans-octenyl)-1,1-dioxolano cyclopentane). Solvent: CS(=O)C (dimethylsulfoxide), CS(=O)C (dimethylsulfoxide), CS(=O)C (dimethylsulfoxide). Yields the product C(=O)(O)CCCC\C=C/C1C(C2C(CCC2)O1)\C=C\CCCCCC (2-(6-carboxy-2-cis-hexenyl)-3-(1-trans-octenyl)-1,1-dioxolano cyclopentane). As a reaction SMILES: [H-].[Na+].[Br-].[C:4]([CH2:7][CH2:8][CH2:9][CH2:10][P+](C1C=CC=CC=1)(C1C=CC=CC=1)C1C=CC=CC=1)([OH:6])=[O:5].[CH:30]([CH2:32][CH:33]1[O:40][CH:36]2[CH2:37][CH2:38][CH2:39][CH:35]2[CH:34]1/[CH:41]=[CH:42]/[CH2:43][CH2:44][CH2:45][CH2:46][CH2:47][CH3:48])=O.[OH-].[Na+]>CS(C)=O>[C:4]([CH2:7][CH2:8][CH2:9][CH2:10]/[CH:30]=[CH:32]\[CH:33]1[O:40][CH:36]2[CH2:37][CH2:38][CH2:39][CH:35]2[CH:34]1/[CH:41]=[CH:42]/[CH2:43][CH2:44][CH2:45][CH2:46][CH2:47][CH3:48])([OH:6])=[O:5] |f:0.1,2.3,5.6|. Procedure details: A mixture of 0.194 g. (0.007952 mole) of sodium hydride (free of mineral oil) and 5.5 ml. of dimethylsulfoxide is heated to 70° C. until gas evolution ceases under a nitrogen atmosphere. The resulting solution is cooled below room temperature and treated with a solution of 1.400 g. (0.00316 mole) of 4-carboxybutyltriphenyl phosphonium bromide [E. J. Corey et al., J. Am. Chem. Soc., 91, 5675 (1969)] in 6 ml. of dimethylsulfoxide. To the resulting red solution is added 0.738 g. (0.00263 mole) of 2...